This data is from the Open Reaction Database (ORD), a public repository of structured organic reaction records. The task is: describe an organic reaction: reactants, conditions, products, and yield The reactants are Cc1nc2sccn2c(=O)c1-c1ccc(C(F)(F)F)cc1, CC[O-], CCO, [Na+], O=Cc1cccnc1. Product: O=c1c(-c2ccc(C(F)(F)F)cc2)c(C=Cc2cccnc2)nc2sccn12. Reaction SMILES: [CH3:1][c:2]1[n:3][c:4]2[n:5]([c:6](=[O:18])[c:7]1-[c:8]1[cH:9][cH:10][c:11]([C:14]([F:15])([F:16])[F:17])[cH:12][cH:13]1)[cH:19][cH:20][s:21]2.[CH3:31][CH2:32][O-:33].[CH3:34][CH2:35][OH:36].[Na+:30].[n:22]1[cH:23][c:24]([CH:28]=[O:29])[cH:25][cH:26][cH:27]1>>[CH:1]([c:2]1[n:3][c:4]2[n:5]([c:6](=[O:18])[c:7]1-[c:8]1[cH:9][cH:10][c:11]([C:14]([F:15])([F:16])[F:17])[cH:12][cH:13]1)[cH:19][cH:20][s:21]2)=[CH:28][c:24]1[cH:23][n:22][cH:27][cH:26][cH:25]1. Reactants: ClC(C(=O)NC1=C(C(=O)C2=CC=CC=C2)C=C(C=C1)Cl)(Cl)Cl (2-trichloroacetamido-5-chlorobenzophenone), C(O)CN (monoethanolamine), O (water), resultant mixture. Solvent: CS(=O)C (dimethylsulfoxide). The product is ClC1=CC=2C3(N(C(NC2C=C1)=O)CCO3)C3=CC=CC=C3 (9-chloro-2,3,6,10b-tetrahydro-10b-phenyl-5H-oxazolo[3,2-C]quinazolin-5-one). The yield is 66.3%. As a reaction SMILES: ClC(Cl)(Cl)[C:3]([NH:5][C:6]1[CH:19]=[CH:18][C:17]([Cl:20])=[CH:16][C:7]=1[C:8]([C:10]1[CH:15]=[CH:14][CH:13]=[CH:12][CH:11]=1)=[O:9])=[O:4].[CH2:23]([CH2:25][NH2:26])O.O>CS(C)=O>[Cl:20][C:17]1[CH:18]=[CH:19][C:6]2[NH:5][C:3](=[O:4])[N:26]3[CH2:25][CH2:23][O:9][C:8]3([C:10]3[CH:15]=[CH:14][CH:13]=[CH:12][CH:11]=3)[C:7]=2[CH:16]=1. Reported procedure: To a solution of 1.89 g of 2-trichloroacetamido-5-chlorobenzophenone in 40 ml of dimethylsulfoxide was added 3.05 g of monoethanolamine, and the resultant mixture was heated at about 90°C for 3 hours. After cooling, the reaction mixture was poured into 300 ml of water and extracted with chloroform. The extract was washed twice with water and dried over anhydrous sodium sulfate. The solvent was removed under reduced pressure. The residue was chromatographed on silica gel using chloroform as an el...